Task: describe an organic reaction: reactants, conditions, products, and yield. Dataset: the Open Reaction Database (ORD), a public repository of structured organic reaction records Run in C(Cl)Cl (methylene chloride), C(Cl)Cl (methylene chloride). The reactants are C(C)(C)C1=NC(=C(C(=C1CO)C1=CC=C(C=C1)F)CCCCC)C(C)C (2,6-diisopropyl-3-hydroxymethyl-4-(4-fluorophenyl)-5-pentylpyridine), N1C=NC=C1 (imidazole), [Si](C)(C)(C(C)(C)C)Cl (t-butyl-dimethylsilyl chloride). Product: C(C)(C)C1=NC(=C(C(=C1CO[Si](C)(C)C(C)(C)C)C1=CC=C(C=C1)F)CCCCC)C(C)C (2,6-Diisopropyl-3-[(t-butyldimethylsiloxy)methyl]-4-(4-fluorophenyl)-5-pentylpyridine). The yield is 78.9%. RXN SMILES: [CH:1]([C:4]1[C:9]([CH2:10][OH:11])=[C:8]([C:12]2[CH:17]=[CH:16][C:15]([F:18])=[CH:14][CH:13]=2)[C:7]([CH2:19][CH2:20][CH2:21][CH2:22][CH3:23])=[C:6]([CH:24]([CH3:26])[CH3:25])[N:5]=1)([CH3:3])[CH3:2].N1C=CN=C1.[Si:32](Cl)([C:35]([CH3:38])([CH3:37])[CH3:36])([CH3:34])[CH3:33]>C(Cl)Cl>[CH:1]([C:4]1[C:9]([CH2:10][O:11][Si:32]([C:35]([CH3:38])([CH3:37])[CH3:36])([CH3:34])[CH3:33])=[C:8]([C:12]2[CH:13]=[CH:14][C:15]([F:18])=[CH:16][CH:17]=2)[C:7]([CH2:19][CH2:20][CH2:21][CH2:22][CH3:23])=[C:6]([CH:24]([CH3:25])[CH3:26])[N:5]=1)([CH3:3])[CH3:2]. Procedure: To a solution of 2,6-diisopropyl-3-hydroxymethyl-4-(4-fluorophenyl)-5-pentylpyridine (3.14 g, 8.78 mmol) (Example 1, Step H) in methylene chloride (45 mL) were added imidazole (0.9 g, 13.17 mmol, 1.5 eq) and t-butyl-dimethylsilyl chloride (2.0 g, 13.17 mmol, 1.5 eq). A white precipitate began to form immediately. The mixture was stirred for 14 h at 25° C. and was then diluted with methylene chloride (100 mL) and washed sequentially with 10% hydrochloric add (20 mL), saturated aqueous sodium bica... Reaction conditions: temperature 25 celsius, time 14 hour. Starting materials: solution, ClC(Cl)(OC(OC(Cl)(Cl)Cl)=O)Cl (triphosgene), NN1C(=O)NC(=O)C(C)=C1 (1-Amino thymine). Run in C1CCOC1 (THF), O1CCCC1 (tetrahydrofuran). Run at temperature 0 celsius, time 4 hour. The product is ClC(=O)NN1C(=O)NC(=O)C(C)=C1 (1-(Chlorocarbonylamino)-thymine). As a reaction SMILES: [NH2:1][N:2]1[CH:10]=[C:8]([CH3:9])[C:6](=[O:7])[NH:5][C:3]1=[O:4].[Cl:11][C:12](Cl)([O:14]C(=O)OC(Cl)(Cl)Cl)Cl>O1CCCC1>[Cl:11][C:12]([NH:1][N:2]1[CH:10]=[C:8]([CH3:9])[C:6](=[O:7])[NH:5][C:3]1=[O:4])=[O:14]. Reported procedure: 1-Amino thymine (7, 12.5 g, 0.1 mol) is dissolved in tetrahydrofuran (500 mL) and the solution is cooled to 0° C. and a 2M solution of triphosgene in THF (150 mL) is added and the reaction is stirred for 4 hours. The solution is evaporated to a solid, which is used as is in the next reaction. Reactants: C1(CCCCC1)C=1OC(=C(N1)CC(=O)O)C ((2-cyclohexyl-5-methyl-oxazol-4-yl)-acetic acid), alcohol, C1CCOC1 (THF), B.C1CCOC1 (BH3THF). The solvent is CO (MeOH). Run at temperature 50 celsius, time 3 hour. The product is C1(CCCCC1)C=1OC(=C(N1)CCO)C (2-(2-Cyclohexyl-5-methyl-oxazol-4-yl)-ethanol). Isolated yield 73.0%. RXN SMILES: [CH:1]1([C:7]2[O:8][C:9]([CH3:16])=[C:10]([CH2:12][C:13](O)=[O:14])[N:11]=2)[CH2:6][CH2:5][CH2:4][CH2:3][CH2:2]1.C1COCC1.B.C1COCC1>CO>[CH:1]1([C:7]2[O:8][C:9]([CH3:16])=[C:10]([CH2:12][CH2:13][OH:14])[N:11]=2)[CH2:2][CH2:3][CH2:4][CH2:5][CH2:6]1 |f:2.3|. Procedure: 1.920 g of the above prepared (2-cyclohexyl-5-methyl-oxazol-4-yl)-acetic acid (8.60 mmol) was dissolved in 56 ml of abs. THF and treated at 0° C. with 21.5 ml of 1M BH3THF (2.5 eq.). The reaction mixture was then kept over weekend at ambient temperature. 3.5 ml of MeOH was added and the mixture stirred for 3 h at ambient temperature and for 3 h at 50° C. to liberate the free alcohol. Removing of the solvents i. V., followed by flash chromatography (SiO2, hexane/AcOEt=4/6) yielded finally 1.314 g... Reactants: C1CCOC1, CC(C)(C)[O-], [Cl-], N#Cc1c(F)cccc1I, [K+], [NH4+], SCc1ccccc1. Product: N#Cc1c(I)cccc1SCc1ccccc1. RXN SMILES: [CH2:27]1[O:28][CH2:29][CH2:30][CH2:31]1.[CH3:1][C:2]([CH3:3])([O-:4])[CH3:5].[Cl-:25].[F:15][c:16]1[c:17]([C:18]#[N:19])[c:20]([I:24])[cH:21][cH:22][cH:23]1.[K+:6].[NH4+:26].[c:7]1([CH2:13][SH:14])[cH:8][cH:9][cH:10][cH:11][cH:12]1>>[c:7]1([CH2:13][S:14][c:16]2[c:17]([C:18]#[N:19])[c:20]([I:24])[cH:21][cH:22][cH:23]2)[cH:8][cH:9][cH:10][cH:11][cH:12]1.